From a dataset of the Open Reaction Database (ORD), a public repository of structured organic reaction records. describe an organic reaction: reactants, conditions, products, and yield Reactants: COc1ccc(CN2CCC(NC(=O)CNC(=O)c3cc(C(F)(F)F)ccc3NC(=O)OC(C)(C)C)C2)cc1NC(C)=O, Cl, [Na+], C1COCCO1, [OH-]. The product is COc1ccc(CN2CCC(NC(=O)CNC(=O)c3cc(C(F)(F)F)ccc3N)C2)cc1NC(C)=O. Reaction SMILES: [C:1]([CH3:2])(=[O:3])[NH:4][c:5]1[cH:6][c:7]([CH2:8][N:9]2[CH2:10][CH:11]([NH:14][C:15]([CH2:16][NH:17][C:18]([c:19]3[c:20]([NH:29][C:30]([O:31][C:32]([CH3:33])([CH3:34])[CH3:35])=[O:36])[cH:21][cH:22][c:23]([C:25]([F:26])([F:27])[F:28])[cH:24]3)=[O:37])=[O:38])[CH2:12][CH2:13]2)[cH:39][cH:40][c:41]1[O:42][CH3:43].[ClH:52].[Na+:45].[O:46]1[CH2:47][CH2:48][O:49][CH2:50][CH2:51]1.[OH-:44]>>[C:1]([CH3:2])(=[O:3])[NH:4][c:5]1[cH:6][c:7]([CH2:8][N:9]2[CH2:10][CH:11]([NH:14][C:15]([CH2:16][NH:17][C:18]([c:19]3[c:20]([NH2:29])[cH:21][cH:22][c:23]([C:25]([F:26])([F:27])[F:28])[cH:24]3)=[O:37])=[O:38])[CH2:12][CH2:13]2)[cH:39][cH:40][c:41]1[O:42][CH3:43].